Dataset: the Open Reaction Database (ORD), a public repository of structured organic reaction records. Task: describe an organic reaction: reactants, conditions, products, and yield Reactants: O (water), C(CC)OC(NC1=C(C=C(C=C1C)NCC1=CC(=C(C=C1)C(F)(F)F)F)C)=O ([4-(3-Fluoro-4-trifluoromethyl-benzylamino)-2,6-dimethyl-phenyl]-carbamic acid propyl ester), C=O (formaldehyde), C(#N)[BH3-].[Na+] (Sodium cyanoborohydride). Solvent: CO (methanol). Conditions: temperature 25 celsius, time 16 hour. Product: C(CC)OC(NC1=C(C=C(C=C1C)N(C)CC1=CC(=C(C=C1)C(F)(F)F)F)C)=O ({4-[(3-Fluoro-4-trifluoromethyl-benzyl)-methyl-amino]-2,6-dimethyl-phenyl}-carbamic acid propyl ester). The yield is 42.6%. RXN SMILES: [CH2:1]([O:4][C:5](=[O:28])[NH:6][C:7]1[C:12]([CH3:13])=[CH:11][C:10]([NH:14][CH2:15][C:16]2[CH:21]=[CH:20][C:19]([C:22]([F:25])([F:24])[F:23])=[C:18]([F:26])[CH:17]=2)=[CH:9][C:8]=1[CH3:27])[CH2:2][CH3:3].C=O.[C:31]([BH3-])#N.[Na+].O>CO>[CH2:1]([O:4][C:5](=[O:28])[NH:6][C:7]1[C:12]([CH3:13])=[CH:11][C:10]([N:14]([CH2:15][C:16]2[CH:21]=[CH:20][C:19]([C:22]([F:24])([F:25])[F:23])=[C:18]([F:26])[CH:17]=2)[CH3:31])=[CH:9][C:8]=1[CH3:27])[CH2:2][CH3:3] |f:2.3|. Reported procedure: [4-(3-Fluoro-4-trifluoromethyl-benzylamino)-2,6-dimethyl-phenyl]-carbamic acid propyl ester (4f, 22 mg) and formaldehyde (0.1 mL) were refluxed in methanol (1 mL) for 3 hours. Sodium cyanoborohydride (35 mg) was added and the reaction mixture was stirred for 16 hours at 25° C., followed by addition of water (3 mL). The product was extracted with ethyl acetate (3×3 mL) and the combined organic phases were washed with brine (5 mL), dried over magnesium sulfate and concentrated in vacuo. The crude ... The reactants are FC=1C=C(C=CC1)CN1CCC(CC1)CCC(=O)C=1C=C2CCC(N3C2=C(C1)CC3)=O (8-[3-[1-[(3-fluorophenyl)methyl]-4-piperidinyl]-1-oxopropyl]-1,2,5,6-tetrahydro-4H-pyrrolo-[3,2,1-ij]quinolin-4-one), C[Si](N[Si](C)(C)C)(C)C (1,1,1,3,3,3-hexamethyldisilazane), C1=CC=C(C=C1)S(=O)(=O)N(F)S(=O)(=O)C2=CC=CC=C2 (N-fluorobenzenesulfonimide), C(CCC)[Li] (n-butyl lithium), CCCCCC (hexane). The solvent is O (water), O1CCCC1 (tetrahydrofuran), O1CCCC1 (tetrahydrofuran), O1CCCC1 (tetrahydrofuran). Reaction conditions: temperature -20 celsius, time 10 minute. Yields the product FC(C(=O)C=1C=C2CCC(N3C2=C(C1)CC3)=O)CC3CCN(CC3)CC3=CC(=CC=C3)F (8-[2-fluoro-3-[1-[(3-fluorophenyl)methyl]-4-piperidinyl]-1-oxopropyl]-1,2,5,6-tetrahydro-4H-pyrrolo[3,2,1-ij]quinolin-4-one). RXN SMILES: C[Si](C)(C)N[Si](C)(C)C.C([Li])CCC.CCCCCC.[F:21][C:22]1[CH:23]=[C:24]([CH2:28][N:29]2[CH2:34][CH2:33][CH:32]([CH2:35][CH2:36][C:37]([C:39]3[CH:40]=[C:41]4[C:46]5=[C:47]([CH2:49][CH2:50][N:45]5[C:44](=[O:51])[CH2:43][CH2:42]4)[CH:48]=3)=[O:38])[CH2:31][CH2:30]2)[CH:25]=[CH:26][CH:27]=1.C1C=CC(S(N(S(C2C=CC=CC=2)(=O)=O)[F:62])(=O)=O)=CC=1>O1CCCC1.O>[F:62][CH:36]([CH2:35][CH:32]1[CH2:31][CH2:30][N:29]([CH2:28][C:24]2[CH:25]=[CH:26][CH:27]=[C:22]([F:21])[CH:23]=2)[CH2:34][CH2:33]1)[C:37]([C:39]1[CH:40]=[C:41]2[C:46]3=[C:47]([CH2:49][CH2:50][N:45]3[C:44](=[O:51])[CH2:43][CH2:42]2)[CH:48]=1)=[O:38]. Reported procedure: Into a nitrogen-flushed, three-necked flask, a solution of 1,1,1,3,3,3-hexamethyldisilazane (1.38 g, 8.60 mmol) in tetrahydrofuran (50 ml) was placed and the resulting mixture was cooled in a dry ice/acetone bath. Thereto was added dropwise a solution of n-butyl lithium in hexane (1.6 M)(5.4 ml, 8.6 mmol) and then the resulting solution was stirred at −20° C. for 10 minutes. To this solution, which was cooled again in a dry ice/acetone bath, was added dropwise a solution of 8-[3-[1-[(3-fluorophe... The reactants are ICC1COC2=C(O1)C=C(C=C2)OC (2-(Iodomethyl)-7-methoxy-2,3-dihydro-1,4-benzodioxin), [C-]#N.[K+] (potassium cyanide), C(O)([O-])=O.[Na+] (sodium hydrogen carbonate). The solvent is CN(P(N(C)C)(N(C)C)=O)C (hexamethylphosphoric triamide). Conditions: time 2 day. Yields the product COC=1C=CC2=C(OC(CO2)CC#N)C1 (2-(7-Methoxy-2,3-dihydro-1,4-benzodioxin-2-yl)acetonitrile). As a reaction SMILES: I[CH2:2][CH:3]1[O:8][C:7]2[CH:9]=[C:10]([O:13][CH3:14])[CH:11]=[CH:12][C:6]=2[O:5][CH2:4]1.[C-:15]#[N:16].[K+].C(=O)([O-])O.[Na+]>CN(C)P(=O)(N(C)C)N(C)C>[CH3:14][O:13][C:10]1[CH:11]=[CH:12][C:6]2[O:5][CH2:4][CH:3]([CH2:2][C:15]#[N:16])[O:8][C:7]=2[CH:9]=1 |f:1.2,3.4|. Procedure details: 1.35 g (4.43 mmol) of the iodinated compound obtained in Step C and 1.37 g (26.6 mmol) of potassium cyanide are dissolved in 15 ml of anhydrous hexamethylphosphoric triamide; the reaction mixture is then stirred for 2 days under argon and at ambient temperature. The solution is then hydrolysed with a solution of sodium hydrogen carbonate; the aqueous phase is then extracted with dichloromethane. The organic phase, dried over magnesium sulphate and then filtered, is concentrated under reduced pre... The reactants are Cl, O=[N+]([O-])c1c[nH]c2ncc(F)c(F)c12, [Na+], [OH-]. The product is Nc1c[nH]c2ncc(F)c(F)c12. As a reaction SMILES: [ClH:17].[F:1][c:2]1[c:3]2[c:4]([n:5][cH:6][c:7]1[F:8])[nH:9][cH:10][c:11]2[N+:12]([O-:13])=[O:14].[Na+:16].[OH-:15]>>[F:1][c:2]1[c:3]2[c:4]([n:5][cH:6][c:7]1[F:8])[nH:9][cH:10][c:11]2[NH2:12]. Starting materials: BrC=1C=C2C=C(C=NC2=CC1)O (6-bromoquinolin-3-ol), OC1CN(CC1)C(=O)OC(C)(C)C (tert-butyl 3-hydroxypyrrolidine-1-carboxylate), PPP (triphosphine), CCOC(=O)/N=N/C(=O)OCC (DEAD). Run in C1CCOC1 (THF), CCOCC (ether). Run at temperature 50 celsius, time 6 hour. Product: BrC=1C=C2C=C(C=NC2=CC1)OC1CN(CC1)C(=O)OC(C)(C)C (tert-butyl 3-(6-bromoquinolin-3-yloxy)pyrrolidine-1-carboxylate). Isolated yield 74.0%. RXN SMILES: [Br:1][C:2]1[CH:3]=[C:4]2[C:9](=[CH:10][CH:11]=1)[N:8]=[CH:7][C:6]([OH:12])=[CH:5]2.O[CH:14]1[CH2:18][CH2:17][N:16]([C:19]([O:21][C:22]([CH3:25])([CH3:24])[CH3:23])=[O:20])[CH2:15]1.PPP.CCOC(/N=N/C(OCC)=O)=O>C1COCC1.CCOCC>[Br:1][C:2]1[CH:3]=[C:4]2[C:9](=[CH:10][CH:11]=1)[N:8]=[CH:7][C:6]([O:12][CH:18]1[CH2:14][CH2:15][N:16]([C:19]([O:21][C:22]([CH3:25])([CH3:24])[CH3:23])=[O:20])[CH2:17]1)=[CH:5]2. Procedure details: To a solution of 6-bromoquinolin-3-ol (500 mg, 2.232 mmol), tert-butyl 3-hydroxypyrrolidine-1-carboxylate (418 mg, 2.232 mmol) and triphosphine (875 mg, 3.35 mmol) in THF (10 ml) was added DEAD (0.424 ml, 2.68 mmol) at 0° C. Then the mixture was stirred at 50° C. for 6 h under N2. The mixture was diluted with ether and filtered. The filtrate was concentrated. The residue was purified by silica gel chromatography eluted with Hex/EA (from 100% to 95%) to afford the title compound (650 mg, 67% yiel... Reactants: C1CCOC1, CN, O=C(NC1CCC(C(F)(F)F)CC1)c1cc([N+](=O)[O-])c(Cl)nc1OCCF. The product is CNc1nc(OCCF)c(C(=O)NC2CCC(C(F)(F)F)CC2)cc1[N+](=O)[O-]. As a reaction SMILES: [CH2:30]1[O:31][CH2:32][CH2:33][CH2:34]1.[CH3:28][NH2:29].[Cl:1][c:2]1[n:3][c:4]([O:24][CH2:25][CH2:26][F:27])[c:5]([C:6](=[O:7])[NH:8][CH:9]2[CH2:10][CH2:11][CH:12]([C:15]([F:16])([F:17])[F:18])[CH2:13][CH2:14]2)[cH:19][c:20]1[N+:21](=[O:22])[O-:23]>>[c:2]1([NH:29][CH3:28])[n:3][c:4]([O:24][CH2:25][CH2:26][F:27])[c:5]([C:6](=[O:7])[NH:8][CH:9]2[CH2:10][CH2:11][CH:12]([C:15]([F:16])([F:17])[F:18])[CH2:13][CH2:14]2)[cH:19][c:20]1[N+:21](=[O:22])[O-:23].